This data is from the Open Reaction Database (ORD), a public repository of structured organic reaction records. The task is: describe an organic reaction: reactants, conditions, products, and yield Reactants: BrC1=CC(=CC(=C1N)F)Cl (6-Bromo-4-chloro-2-fluoroaniline), C1(CC1)B(O)O (cyclopropylboronic acid), [O-]P(=O)([O-])[O-].[K+].[K+].[K+] (K3PO4), C1(CCCCC1)P(C1CCCCC1)C1CCCCC1 (tricyclohexyl phosphine). Reagents/catalysts: CC(=O)[O-].CC(=O)[O-].[Pd+2] (Pd(OAc)2). Solvent: C1(=CC=CC=C1)C (toluene), O (water). Reaction conditions: temperature 90 celsius. Yields the product FC1=C(N)C(=CC(=C1)Cl)C1CC1 (2-fluoro-4-chloro-6-cyclopropylaniline). RXN SMILES: Br[C:2]1[C:7]([NH2:8])=[C:6]([F:9])[CH:5]=[C:4]([Cl:10])[CH:3]=1.[CH:11]1(B(O)O)[CH2:13][CH2:12]1.[O-]P([O-])([O-])=O.[K+].[K+].[K+].C1(P(C2CCCCC2)C2CCCCC2)CCCCC1>C1(C)C=CC=CC=1.O.CC([O-])=O.CC([O-])=O.[Pd+2]>[F:9][C:6]1[CH:5]=[C:4]([Cl:10])[CH:3]=[C:2]([CH:11]2[CH2:13][CH2:12]2)[C:7]=1[NH2:8] |f:2.3.4.5,9.10.11|. Procedure details: 6-Bromo-4-chloro-2-fluoroaniline (2.0 g, 8.91 mmol), cyclopropylboronic acid (1.53 g, 17.8 mmol), K3PO4 (6.61 g, 31.2 mmol) and tricyclohexyl phosphine (0.249 g, 0.89 mmol) are dissolved in toluene (31 mL) and water (10 mL). The solution is degassed with N2, heated to 90° C., and Pd(OAc)2 (0.25 g, 1.16 mmol) is added. The reaction mixture is heated at 100° C. for 18 hours, cooled over 48 hours and loaded directly on a column of silica gel for purification by column chromatography (EtOAc/hexanes)... The reactants are BrC=1SC=CC1 (2-Bromothiophene), CC1OC(OC(O1)C)C (paraldehyde), C(C)(C)C1=CC=C(C(=O)N)C=C1 (4-isopropylbenzamide), C(=O)O (formic acid). Run in O (Water). Conditions: time 3 hour. Yields the product BrC1=CC=C(S1)C(C)NC(C1=CC=C(C=C1)C(C)C)=O (N-[1-(5-bromo-2-thienyl)ethyl]-4-isopropylbenzamide). Isolated yield 8.5%. RXN SMILES: [Br:1][C:2]1[S:3][CH:4]=[CH:5][CH:6]=1.[CH3:7][CH:8]1OC(C)OC(C)O1.[CH:16]([C:19]1[CH:27]=[CH:26][C:22]([C:23]([NH2:25])=[O:24])=[CH:21][CH:20]=1)([CH3:18])[CH3:17].C(O)=O>O>[Br:1][C:2]1[S:3][C:4]([CH:7]([NH:25][C:23](=[O:24])[C:22]2[CH:26]=[CH:27][C:19]([CH:16]([CH3:18])[CH3:17])=[CH:20][CH:21]=2)[CH3:8])=[CH:5][CH:6]=1. Procedure details: 2-Bromothiophene (8.15 g, 0.05 mol), paraldehyde (2.20 g, 0.017 mol) and 4-isopropylbenzamide (1.63 g, 0.01 mol) were added to formic acid (10 ml) and stirred at a room temperature for three hours. Water (50 ml) was added to the reaction mixture. The mixture was extracted with chloroform (50 ml), subjected to a silica gel column chromatography (eluent: chloroform) and recrystallized from chloroform/petroleum benzine (1:2) to obtain the entitled compound (0.3 g) as a colorless needle-shape crysta... The reactants are ClC=1C=C2C=3C=CN=CC3NC2=C(C1N1CCN(CC1)C)N (6-chloro-7-(4-methyl-piperazin-1-yl)-8-amino-9H-β-carboline), ClC1=C(C(=O)O)C=CC=N1 (2-chloro-nicotinic acid). Yields the product ClC1=C(C(=O)NC=2C(=C(C=C3C=4C=CN=CC4NC23)Cl)N2CCN(CC2)C)C=CC=N1 (2-chloro-N-[6-chloro-7-(4-methyl-piperazin-1-yl)-9H-β-carbolin-8-yl]-nicotinamide). The yield is 25.0%. RXN SMILES: [Cl:1][C:2]1[CH:3]=[C:4]2[C:12](=[C:13]([NH2:22])[C:14]=1[N:15]1[CH2:20][CH2:19][N:18]([CH3:21])[CH2:17][CH2:16]1)[NH:11][C:10]1[CH:9]=[N:8][CH:7]=[CH:6][C:5]2=1.[Cl:23][C:24]1[N:32]=[CH:31][CH:30]=[CH:29][C:25]=1[C:26](O)=[O:27]>>[Cl:23][C:24]1[N:32]=[CH:31][CH:30]=[CH:29][C:25]=1[C:26]([NH:22][C:13]1[C:14]([N:15]2[CH2:20][CH2:19][N:18]([CH3:21])[CH2:17][CH2:16]2)=[C:2]([Cl:1])[CH:3]=[C:4]2[C:12]=1[NH:11][C:10]1[CH:9]=[N:8][CH:7]=[CH:6][C:5]2=1)=[O:27]. Procedure details: The desired compound was prepared according to Method A from 6-chloro-7-(4-methyl-piperazin-1-yl)-8-amino-9H-β-carboline and 2-chloro-nicotinic acid in 25% yield. The reactants are C1(=CC=CC=C1)C1=NC(=NN1)S (5-phenyl-1H-1,2,4-triazole-3-thiol), COC1=CC=C(C=C1)C1=CC=C(C=C1)S(=O)(=O)NC(C(=O)OC)CC1CO1 (methyl 2-[(4′-methoxy[1,1′-biphenyl]-4-yl)sulfonyl]amino-4,5-epoxypentanoate), compound 20. Product: COC1=CC=C(C=C1)C1=CC=C(C=C1)S(=O)(=O)NC(C(=O)O)CC(CSC1=NNC(=N1)C1=CC=CC=C1)O (2-[(4′-Methoxy[1,1′-biphenyl]-4-yl)sulfonyl]amino-4-hydroxy-5-[(5-phenyl-1H-1,2,4-triazol-3-yl)thio]-pentanoic acid). As a reaction SMILES: [C:1]1([C:7]2[NH:11][N:10]=[C:9]([SH:12])[N:8]=2)[CH:6]=[CH:5][CH:4]=[CH:3][CH:2]=1.[CH3:13][O:14][C:15]1[CH:20]=[CH:19][C:18]([C:21]2[CH:26]=[CH:25][C:24]([S:27]([NH:30][CH:31]([CH2:36][CH:37]3[O:39][CH2:38]3)[C:32]([O:34]C)=[O:33])(=[O:29])=[O:28])=[CH:23][CH:22]=2)=[CH:17][CH:16]=1>>[CH3:13][O:14][C:15]1[CH:16]=[CH:17][C:18]([C:21]2[CH:22]=[CH:23][C:24]([S:27]([NH:30][CH:31]([CH2:36][CH:37]([OH:39])[CH2:38][S:12][C:9]3[N:8]=[C:7]([C:1]4[CH:2]=[CH:3][CH:4]=[CH:5][CH:6]=4)[NH:11][N:10]=3)[C:32]([OH:34])=[O:33])(=[O:28])=[O:29])=[CH:25][CH:26]=2)=[CH:19][CH:20]=1. Procedure: Example 42 is prepared from 5-phenyl-1H-1,2,4-triazole-3-thiol and 1d using the procedure described for compound 20. Starting materials: C[O-], CO, COc1ccc(CCNc2cc(CO)nc(Cl)n2)cc1, [Na+]. Product: COc1ccc(CCNc2cc(CO)nc(OC)n2)cc1. As a reaction SMILES: [CH3:21][O-:22].[CH3:24][OH:25].[Cl:1][c:2]1[n:3][c:4]([NH:10][CH2:11][CH2:12][c:13]2[cH:14][cH:15][c:16]([O:19][CH3:20])[cH:17][cH:18]2)[cH:5][c:6]([CH2:8][OH:9])[n:7]1.[Na+:23]>>[c:2]1([O:22][CH3:21])[n:3][c:4]([NH:10][CH2:11][CH2:12][c:13]2[cH:14][cH:15][c:16]([O:19][CH3:20])[cH:17][cH:18]2)[cH:5][c:6]([CH2:8][OH:9])[n:7]1. Reactants: O=C(n1ccnc1)n1ccnc1, CS(N)(=O)=O, Cc1ccc(F)cc1C1NC(=O)CC(c2cc(Cl)ccc2OC(C)(C)CO)C12C(=O)Nc1cc(Cl)ccc12, [H-], [Na+], CN(C)C=O. The product is Cc1ccc(F)cc1C1NC(=O)CC(c2cc(Cl)ccc2OC(C)(C)C(=O)NS(C)(=O)=O)C12C(=O)Nc1cc(Cl)ccc12. As a reaction SMILES: [C:39]([n:40]1[cH:41][cH:42][n:43][cH:44]1)([n:45]1[cH:46][cH:47][n:48][cH:49]1)=[O:50].[CH3:51][S:52](=[O:53])(=[O:54])[NH2:55].[Cl:1][c:2]1[cH:3][cH:4][c:5]2[c:9]([cH:10]1)[NH:8][C:7](=[O:11])[C:6]21[CH:12]([c:31]2[c:32]([CH3:38])[cH:33][cH:34][c:35]([F:37])[cH:36]2)[NH:13][C:14](=[O:30])[CH2:15][CH:16]1[c:17]1[c:18]([O:24][C:25]([CH2:26][OH:27])([CH3:28])[CH3:29])[cH:19][cH:20][c:21]([Cl:23])[cH:22]1.[H-:57].[Na+:56].[O:58]=[CH:59][N:60]([CH3:61])[CH3:62]>>[Cl:1][c:2]1[cH:3][cH:4][c:5]2[c:9]([cH:10]1)[NH:8][C:7](=[O:11])[C:6]21[CH:12]([c:31]2[c:32]([CH3:38])[cH:33][cH:34][c:35]([F:37])[cH:36]2)[NH:13][C:14](=[O:30])[CH2:15][CH:16]1[c:17]1[c:18]([O:24][C:25]([C:26](=[O:27])[NH:55][S:52]([CH3:51])(=[O:53])=[O:54])([CH3:28])[CH3:29])[cH:19][cH:20][c:21]([Cl:23])[cH:22]1. Starting materials: ClC1=CC=C(C=C1)C1=NC=2C(=NC=CC2)N1C(C(=O)O)C (4-chlorophenyl-α-methyl-3H-imidazo[4,5-b]pyridine-3-acetic acid), C(=O)(N1C=NC=C1)N1C=NC=C1 (1,1'-carbonyldiimidazole), C(CC)NCCC (dipropylamine). Run in O1CCCC1 (tetrahydrofuran), O1CCCC1 (tetrahydrofuran). Conditions: temperature 50 celsius. The product is ClC1=CC=C(C=C1)C1=NC=2C(=NC=CC2)N1[C@H](C(=O)N(CCC)CCC)C ((S)-2-(4-Chlorophenyl)-α-methyl-N,N-dipropyl-3H-imidazo[4,5-b]pyridine-3-acetamide). The yield is 52.1%. Reaction SMILES: [Cl:1][C:2]1[CH:7]=[CH:6][C:5]([C:8]2[N:16]([CH:17]([CH3:21])[C:18]([OH:20])=O)[C:11]3=[N:12][CH:13]=[CH:14][CH:15]=[C:10]3[N:9]=2)=[CH:4][CH:3]=1.C(N1C=CN=C1)(N1C=CN=C1)=O.[CH2:34]([NH:37][CH2:38][CH2:39][CH3:40])[CH2:35][CH3:36]>O1CCCC1>[Cl:1][C:2]1[CH:3]=[CH:4][C:5]([C:8]2[N:16]([C@@H:17]([CH3:21])[C:18]([N:37]([CH2:38][CH2:39][CH3:40])[CH2:34][CH2:35][CH3:36])=[O:20])[C:11]3=[N:12][CH:13]=[CH:14][CH:15]=[C:10]3[N:9]=2)=[CH:6][CH:7]=1. Procedure: A solution of (S)-2-(4-chlorophenyl-α-methyl-3H-imidazo[4,5-b]pyridine-3-acetic acid (5.0 g, 0.0166 mole), 1,1'-carbonyldiimidazole (3.21 g, 0.0198 mole) and dry tetrahydrofuran (100 ml) was stirred at room temperature for 3 hours with nitrogen bubbling through it. A solution of dipropylamine (5.04 g, 0.050 mole) in tetrahydrofuran (7 ml) was added and the solution was heated at 50° C. overnight under nitrogen. The solvents were evaporated under reduced pressure and the resulting oil was partiti... The reactants are COc1ccc(C(=O)NCc2ccccc2)c2c1oc1ccc([N+](=O)[O-])cc12, CCO, Cl, [Fe]. Yields the product COc1ccc(C(=O)NCc2ccccc2)c2c1oc1ccc(N)cc12. RXN SMILES: [CH2:1]([c:2]1[cH:3][cH:4][cH:5][cH:6][cH:7]1)[NH:8][C:9](=[O:10])[c:11]1[cH:12][cH:13][c:14]([O:27][CH3:28])[c:15]2[o:16][c:17]3[c:18]([c:19]12)[cH:20][c:21]([N+:24]([O-:25])=[O:26])[cH:22][cH:23]3.[CH3:30][CH2:31][OH:32].[ClH:29].[Fe:33]>>[CH2:1]([c:2]1[cH:3][cH:4][cH:5][cH:6][cH:7]1)[NH:8][C:9](=[O:10])[c:11]1[cH:12][cH:13][c:14]([O:27][CH3:28])[c:15]2[o:16][c:17]3[c:18]([c:19]12)[cH:20][c:21]([NH2:24])[cH:22][cH:23]3. Starting materials: C1(=CC=CC=C1)NC(=O)C1=CC(=CC2=CN(N=C12)CC1=CC=C(C=C1)OC)Br (5-bromo-2-(4-methoxy-benzyl)-2H-indazole-7-carboxylic acid, phenylamide), NC1=CC=NC=C1 (4-aminopyridine), C([O-])([O-])=O.[Cs+].[Cs+] (cesium carbonate), CC1(C2=C(C(=CC=C2)P(C3=CC=CC=C3)C4=CC=CC=C4)OC5=C(C=CC=C51)P(C6=CC=CC=C6)C7=CC=CC=C7)C (XANTPHOS), C(C)(C)[SiH](C(C)C)C(C)C (triisopropylsilane). The reagents and catalysts are C=1C=CC(=CC1)/C=C/C(=O)/C=C/C2=CC=CC=C2.C=1C=CC(=CC1)/C=C/C(=O)/C=C/C2=CC=CC=C2.C=1C=CC(=CC1)/C=C/C(=O)/C=C/C2=CC=CC=C2.[Pd].[Pd] (Tris(dibenzylideneacetone)dipalladium(0)). The solvent is O1CCOCC1 (1,4-dioxane). Run at temperature 95 celsius. Product: C1(=CC=CC=C1)NC(=O)C=1C=C(C=C2C=NNC12)NC1=CC=NC=C1 (N-phenyl-5-(pyridin-4-ylamino)-1H-indazole-7-carboxamide). The yield is 45.5%. As a reaction SMILES: [C:1]1([NH:7][C:8]([C:10]2[C:18]3[C:14](=[CH:15][N:16](CC4C=CC(OC)=CC=4)[N:17]=3)[CH:13]=[C:12](Br)[CH:11]=2)=[O:9])[CH:6]=[CH:5][CH:4]=[CH:3][CH:2]=1.[NH2:29][C:30]1[CH:35]=[CH:34][N:33]=[CH:32][CH:31]=1.C(=O)([O-])[O-].[Cs+].[Cs+].CC1(C)C2C(=C(P(C3C=CC=CC=3)C3C=CC=CC=3)C=CC=2)OC2C(P(C3C=CC=CC=3)C3C=CC=CC=3)=CC=CC1=2.C([SiH](C(C)C)C(C)C)(C)C>O1CCOCC1.C1C=CC(/C=C/C(/C=C/C2C=CC=CC=2)=O)=CC=1.C1C=CC(/C=C/C(/C=C/C2C=CC=CC=2)=O)=CC=1.C1C=CC(/C=C/C(/C=C/C2C=CC=CC=2)=O)=CC=1.[Pd].[Pd]>[C:1]1([NH:7][C:8]([C:10]2[CH:11]=[C:12]([NH:29][C:30]3[CH:35]=[CH:34][N:33]=[CH:32][CH:31]=3)[CH:13]=[C:14]3[C:18]=2[NH:17][N:16]=[CH:15]3)=[O:9])[CH:2]=[CH:3][CH:4]=[CH:5][CH:6]=1 |f:2.3.4,8.9.10.11.12|. Procedure details: A mixture of 5-bromo-2-(4-methoxy-benzyl)-2H-indazole-7-carboxylic acid, phenylamide (prepared from preparation #12a using general procedures V and B, 75.0 mg, 0.20 mmol), 4-aminopyridine(24.0 mg, 0.25 mmol), cesium carbonate (195 mg, 0.60 mmol), and XANTPHOS (11.6 mg, 0.02 mmol) was suspended in 1,4-dioxane (2.5 mL) at ambient temperature under an inert atmosphere. Tris(dibenzylideneacetone)dipalladium(0) (9.2 mg, 0.01 mmol) was added and nitrogen gas was bubbled through the resulting suspensio... Reactants: NC1=CC=C(C=C1)N1C2=C(NC(CC1=O)=O)C1=CC=CC=C1C=C2 (5-(4-aminophenyl)-1H-naphtho[1,2-b][1,4]diazepine-2,4(3H,5H)-dione), C(C1=CC=CC=C1)(=O)NC1=CC=C(C=C1)N1C2=C(NC(CC1=O)=O)C1=CC=CC=C1C=C2 (5-(4-Benzoylaminophenyl)-1H-naphtho[1,2-b][1,4]diazepine-2,4(3H,5H)-dione), C1(=CC=CC=C1)CCC(=O)Cl (3-phenylpropionyl chloride). Product: C1(=CC=CC=C1)CCC(=O)NC1=CC=C(C=C1)N1C2=C(NC(CC1=O)=O)C1=CC=CC=C1C=C2 (5-[4-(3-Phenylpropionylamino)phenyl]-1H-naphtho[1,2-b][1,4]diazepine-2,4(3H,5H)-dione). The yield is 29.2%. Reaction SMILES: [NH2:1][C:2]1[CH:7]=[CH:6][C:5]([N:8]2[C:14](=[O:15])[CH2:13][C:12](=[O:16])[NH:11][C:10]3[C:17]4[C:22]([CH:23]=[CH:24][C:9]2=3)=[CH:21][CH:20]=[CH:19][CH:18]=4)=[CH:4][CH:3]=1.[C:25]1([CH2:31][CH2:32][C:33](Cl)=[O:34])[CH:30]=[CH:29][CH:28]=[CH:27][CH:26]=1.C(NC1C=CC(N2C(=O)CC(=O)NC3C4C(C=CC2=3)=CC=CC=4)=CC=1)(=O)C1C=CC=CC=1>>[C:25]1([CH2:31][CH2:32][C:33]([NH:1][C:2]2[CH:7]=[CH:6][C:5]([N:8]3[C:14](=[O:15])[CH2:13][C:12](=[O:16])[NH:11][C:10]4[C:17]5[C:22]([CH:23]=[CH:24][C:9]3=4)=[CH:21][CH:20]=[CH:19][CH:18]=5)=[CH:4][CH:3]=2)=[O:34])[CH:30]=[CH:29][CH:28]=[CH:27][CH:26]=1. Procedure details: By using 5-(4-aminophenyl)-1H-naphtho[1,2-b][1,4]diazepine-2,4(3H,5H)-dione (50 mg, 0.16 mmol) obtained in Example 1, (3), and 3-phenylpropionyl chloride (28 μL, 0.19 mmol), the title compound (21 mg, yield 29%) was obtained in the same manner as that of Example 1, (4).